From a dataset of the Open Reaction Database (ORD), a public repository of structured organic reaction records. describe an organic reaction: reactants, conditions, products, and yield Starting materials: FC(C=1C=C(C(=O)C2CNCC2)C=CC1)(F)F (3-(3-trifluoromethylbenzoyl)pyrroldine), O(C1=CC=CC=C1)CCCBr (3-phenoxypropyl bromide). The product is O(C1=CC=CC=C1)CCCN1CC(CC1)C(C1=CC(=CC=C1)C(F)(F)F)=O (1-(3-Phenoxypropyl)-3-(3-trifluoromethylbenzoyl)pyrroldine). RXN SMILES: [F:1][C:2]([F:17])([F:16])[C:3]1[CH:4]=[C:5]([CH:13]=[CH:14][CH:15]=1)[C:6]([CH:8]1[CH2:12][CH2:11][NH:10][CH2:9]1)=[O:7].[O:18]([CH2:25][CH2:26][CH2:27]Br)[C:19]1[CH:24]=[CH:23][CH:22]=[CH:21][CH:20]=1>>[O:18]([CH2:25][CH2:26][CH2:27][N:10]1[CH2:11][CH2:12][CH:8]([C:6](=[O:7])[C:5]2[CH:13]=[CH:14][CH:15]=[C:3]([C:2]([F:1])([F:16])[F:17])[CH:4]=2)[CH2:9]1)[C:19]1[CH:24]=[CH:23][CH:22]=[CH:21][CH:20]=1. Reported procedure: Following the procedure of Preparation 9, the title compound is prepared from 3-(3-trifluoromethylbenzoyl)pyrroldine (U.S. Pat. No. 3,489,769) and 3-phenoxypropyl bromide. The reactants are CN(C)CCCOCC1=C(C=CC(=C1)Br)F (N,N-dimethyl-3-[2-fluoro-5-bromobenzyloxy]propylamine), ACE•Cl. The solvent is ClC(C)Cl (dichloroethane). Product: CNCCCOCC1=C(C=CC(=C1)Br)F (N-methyl-3-[2-fluoro-5-bromobenzyloxy]propylamine). RXN SMILES: [CH3:1][N:2]([CH2:4][CH2:5][CH2:6][O:7][CH2:8][C:9]1[CH:14]=[C:13]([Br:15])[CH:12]=[CH:11][C:10]=1[F:16])C>ClC(Cl)C>[CH3:1][NH:2][CH2:4][CH2:5][CH2:6][O:7][CH2:8][C:9]1[CH:14]=[C:13]([Br:15])[CH:12]=[CH:11][C:10]=1[F:16]. Reported procedure: In a 15 m flask, under a nitrogen atmosphere, N,N-dimethyl-3-[2-fluoro-5-bromobenzyloxy]propylamine (351 mg, 1.21 mmol) was dissolved in dichloroethane (3.5 ml). To this solution ACE•Cl (0.78 ml, 7.26 mmol) was added and the resulting mixture was heated to reflux and maintained at this temperature for 18 hours. The reaction mixture was cooled to ambient temperature, and the solvents were removed in vacuo. The residue was taken up in methanol and refluxed for 1.5 hours. The methanol solution was ... Reactants: COCc1onc(-c2ccc(F)cc2)c1-c1ccnc(Br)c1, CC(C)(C)[O-], Cc1ccccc1, NC1CCCCC1, [Na+], O=C(C=Cc1ccccc1)C=Cc1ccccc1, O=C(C=Cc1ccccc1)C=Cc1ccccc1, O=C(C=Cc1ccccc1)C=Cc1ccccc1, O, [Pd], [Pd], c1ccc(P(c2ccccc2)c2ccc3ccccc3c2-c2c(P(c3ccccc3)c3ccccc3)ccc3ccccc23)cc1. Product: COCc1onc(-c2ccc(F)cc2)c1-c1ccnc(NC2CCCCC2)c1. As a reaction SMILES: [Br:1][c:2]1[n:3][cH:4][cH:5][c:6](-[c:8]2[c:9](-[c:16]3[cH:17][cH:18][c:19]([F:22])[cH:20][cH:21]3)[n:10][o:11][c:12]2[CH2:13][O:14][CH3:15])[cH:7]1.[CH3:76][C:77]([CH3:78])([O-:79])[CH3:80].[CH3:82][c:83]1[cH:84][cH:85][cH:86][cH:87][cH:88]1.[NH2:23][CH:24]1[CH2:25][CH2:26][CH2:27][CH2:28][CH2:29]1.[Na+:81].[O:109]=[C:110]([CH:111]=[CH:112][c:113]1[cH:114][cH:115][cH:116][cH:117][cH:118]1)[CH:119]=[CH:120][c:121]1[cH:122][cH:123][cH:124][cH:125][cH:126]1.[O:127]=[C:128]([CH:129]=[CH:130][c:131]1[cH:132][cH:133][cH:134][cH:135][cH:136]1)[CH:137]=[CH:138][c:139]1[cH:140][cH:141][cH:142][cH:143][cH:144]1.[O:91]=[C:92]([CH:93]=[CH:94][c:95]1[cH:96][cH:97][cH:98][cH:99][cH:100]1)[CH:101]=[CH:102][c:103]1[cH:104][cH:105][cH:106][cH:107][cH:108]1.[OH2:145].[Pd:89].[Pd:90].[cH:30]1[cH:31][cH:32][c:33]([P:34]([c:35]2[cH:36][cH:37][c:38]3[c:39]([cH:40][cH:41][cH:42][cH:43]3)[c:44]2-[c:45]2[c:46]3[c:47]([cH:48][cH:49][cH:50][cH:51]3)[cH:52][cH:53][c:54]2[P:55]([c:56]2[cH:57][cH:58][cH:59][cH:60][cH:61]2)[c:62]2[cH:63][cH:64][cH:65][cH:66][cH:67]2)[c:68]2[cH:69][cH:70][cH:71][cH:72][cH:73]2)[cH:74][cH:75]1>>[c:2]1([NH:23][CH:24]2[CH2:25][CH2:26][CH2:27][CH2:28][CH2:29]2)[n:3][cH:4][cH:5][c:6](-[c:8]2[c:9](-[c:16]3[cH:17][cH:18][c:19]([F:22])[cH:20][cH:21]3)[n:10][o:11][c:12]2[CH2:13][O:14][CH3:15])[cH:7]1. Starting materials: BrBr (bromine), C(C)(=O)C1=CC=C(C(=O)O)C=C1 (4-acetyl benzoic acid), Br (HBr), BrBr (bromine). The solvent is C(C)(=O)O (acetic acid), C(C)(=O)O (acetic acid). Conditions: temperature 45 celsius. The product is BrCC(=O)C1=CC=C(C(=O)O)C=C1 (p-Bromoacetylbenzoic Acid). Reaction SMILES: [C:1]([C:4]1[CH:12]=[CH:11][C:7]([C:8]([OH:10])=[O:9])=[CH:6][CH:5]=1)(=[O:3])[CH3:2].[Br:13]Br.Br>C(O)(=O)C>[Br:13][CH2:2][C:1]([C:4]1[CH:12]=[CH:11][C:7]([C:8]([OH:10])=[O:9])=[CH:6][CH:5]=1)=[O:3]. Procedure details: 2.0 g (12.2 mmole) of 4-acetyl benzoic acid was added to 90 ml of acetic acid in a 500 ml erlenmeyer flask and heated at 45° C. until dissolved. Maintaining the temperature at 45° C., 1.95 g (12.2 mmole, 0.61 ml) of bromine dissolved in ~2 ml acetic acid was added slowly over 1 hour with vigorous stirring. The reaction required an induction period of several minutes before proceeding, which became evident by the loss of the red bromine color and the evolution of HBr. The product, BABA (Modifying... Reaction SMILES: [OH:1][C:2]1[C:14]([C:15]([CH3:18])([CH3:17])[CH3:16])=[CH:13][C:5]([CH:6]=[N:7][N:8]2[CH:12]=[CH:11][N:10]=[CH:9]2)=[CH:4][C:3]=1[C:19]([CH3:22])([CH3:21])[CH3:20].[H][H]>CO.Cl.[Pd]>[OH:1][C:2]1[C:14]([C:15]([CH3:17])([CH3:16])[CH3:18])=[CH:13][C:5]([CH2:6][NH:7][N:8]2[CH:12]=[CH:11][N:10]=[CH:9]2)=[CH:4][C:3]=1[C:19]([CH3:22])([CH3:21])[CH3:20]. Reagents/catalysts: [Pd] (palladium/carbon). Yields the product OC1=C(C=C(CNN2C=NC=C2)C=C1C(C)(C)C)C(C)(C)C (1-(4-hydroxy-3,5di-tert.-butylbenzylamino)imidazole). Run in CO (methanol), Cl (hydrochloric acid). Reported procedure: 28.7 g of 1-(4-hydroxy-3,5-di-tert.-butylbenzylideneamino)imidazole are dissolved in 500 ml of methanol, whereupon 96 ml of 1N hydrochloric acid and 3 g of palladium/carbon are added and the mixture is hydrogenated at normal pressure and room temperature. After 2.2 l of hydrogen have been taken up, the catalyst is removed by filtration and the filtrate is evaporated. Eight hundred (800) ml of methylene chloride and 300 ml of water are added to the residue. The mixture is neutralized (pH=7) with ... Starting materials: OC1=C(C=C(C=NN2C=NC=C2)C=C1C(C)(C)C)C(C)(C)C (1-(4-hydroxy-3,5-di-tert.-butylbenzylideneamino)imidazole), [H][H] (hydrogen). Reactants: COC=1C=CC(=C(C1)N)C1CC2=C(CCC1)C=C(C=C2)OC (5-methoxy-2-(2-methoxy-6,7,8,9-tetrahydro-5H-benzocyclohepten-6-yl)phenylamine), Cl.N1(CCCCCC1)CCOC1=CC=C(C(=O)O)C=C1 (4-(2-azepan-1-ylethoxy)benzoic acid hydrochloride), N1(CCCCCC1)CCOC1=CC=C(CNC2=C(C=CC(=C2)OC)C2CC3=C(CCC2)C=C(C=C3)OC)C=C1 ([4-(2-azepan-1-ylethoxy)benzyl][5-methoxy-2-(2-methoxy-6,7,8,9-tetrahydro-5H-benzocyclohepten-6-yl)phenyl]amine). The product is N1(CCCCCC1)CCOC1=CC=C(CN(C2=C(C=CC(=C2)OC)C2CC3=C(CCC2)C=C(C=C3)OC)CC)C=C1 ([4-(2-azepan-1-ylethoxy)benzyl]ethyl[5-methoxy-2-(2-methoxy-6,7,8,9-tetrahydro-5H-benzocyclohepten-6-yl)phenyl]amine). Reaction SMILES: COC1C=CC(C2CCCC3C=C(OC)C=CC=3C2)=C(N)C=1.Cl.[N:24]1([CH2:31][CH2:32][O:33][C:34]2[CH:42]=[CH:41][C:37]([C:38](O)=O)=[CH:36][CH:35]=2)[CH2:30][CH2:29][CH2:28][CH2:27][CH2:26][CH2:25]1.N1(CCOC2C=C[C:56]([CH2:57][NH:58][C:59]3[CH:64]=[C:63]([O:65][CH3:66])[CH:62]=[CH:61][C:60]=3[CH:67]3[CH2:73][CH2:72][CH2:71][C:70]4[CH:74]=[C:75]([O:78][CH3:79])[CH:76]=[CH:77][C:69]=4[CH2:68]3)=CC=2)CCCCCC1>>[N:24]1([CH2:31][CH2:32][O:33][C:34]2[CH:42]=[CH:41][C:37]([CH2:38][N:58]([CH2:57][CH3:56])[C:59]3[CH:64]=[C:63]([O:65][CH3:66])[CH:62]=[CH:61][C:60]=3[CH:67]3[CH2:73][CH2:72][CH2:71][C:70]4[CH:74]=[C:75]([O:78][CH3:79])[CH:76]=[CH:77][C:69]=4[CH2:68]3)=[CH:36][CH:35]=2)[CH2:30][CH2:29][CH2:28][CH2:27][CH2:26][CH2:25]1 |f:1.2|. Procedure: Synthesized from 5-methoxy-2-(2-methoxy-6,7,8,9-tetrahydro-5H-benzocyclohepten-6-yl)phenylamine and 4-(2-azepan-1-ylethoxy)benzoic acid hydrochloride according to an analogous synthetic method to Example 152, [4-(2-azepan-1-ylethoxy)benzyl][5-methoxy-2-(2-methoxy-6,7,8,9-tetrahydro-5H-benzocyclohepten-6-yl)phenyl]amine (485 mg) was used according to an analogous synthetic method to Example 36 to provide [4-(2-azepan-1-ylethoxy)benzyl]ethyl[5-methoxy-2-(2-methoxy-6,7,8,9-tetrahydro-5H-benzocycloh...